This data is from the Open Reaction Database (ORD), a public repository of structured organic reaction records. The task is: describe an organic reaction: reactants, conditions, products, and yield The reactants are IC1=CC2=NC=C(C(=C2S1)NC1=CC(=C(C(=C1)OC)OC)OC)C#N (2-iodo-7-[(3,4,5-trimethoxyphenyl)amino]thieno[3,2-b]pyridine-6-carbonitrile), C(=O)C1=CC=C(C=C1)B(O)O (4-formylphenylboronic acid), O (water). The reagents and catalysts are C=1C=CC(=CC1)[P](C=2C=CC=CC2)(C=3C=CC=CC3)[Pd]([P](C=4C=CC=CC4)(C=5C=CC=CC5)C=6C=CC=CC6)([P](C=7C=CC=CC7)(C=8C=CC=CC8)C=9C=CC=CC9)[P](C=1C=CC=CC1)(C=1C=CC=CC1)C=1C=CC=CC1 (tetrakis(triphenylphosphine)palladium(0)). The solvent is C([O-])(O)=O.[Na+] (sodium bicarbonate), COCCOC (ethylene glycol dimethyl ether). Product: C(=O)C1=CC=C(C=C1)C1=CC2=NC=C(C(=C2S1)NC1=CC(=C(C(=C1)OC)OC)OC)C#N (2-(4-formylphenyl)-7-[(3,4,5-trimethoxyphenyl)amino]thieno[3,2-b]pyridine-6-carbonitrile). The yield is 93.8%. As a reaction SMILES: I[C:2]1[S:10][C:9]2[C:4](=[N:5][CH:6]=[C:7]([C:24]#[N:25])[C:8]=2[NH:11][C:12]2[CH:17]=[C:16]([O:18][CH3:19])[C:15]([O:20][CH3:21])=[C:14]([O:22][CH3:23])[CH:13]=2)[CH:3]=1.[CH:26]([C:28]1[CH:33]=[CH:32][C:31](B(O)O)=[CH:30][CH:29]=1)=[O:27].O>C(=O)(O)[O-].[Na+].COCCOC.C1C=CC([P]([Pd]([P](C2C=CC=CC=2)(C2C=CC=CC=2)C2C=CC=CC=2)([P](C2C=CC=CC=2)(C2C=CC=CC=2)C2C=CC=CC=2)[P](C2C=CC=CC=2)(C2C=CC=CC=2)C2C=CC=CC=2)(C2C=CC=CC=2)C2C=CC=CC=2)=CC=1>[CH:26]([C:28]1[CH:33]=[CH:32][C:31]([C:2]2[S:10][C:9]3[C:4](=[N:5][CH:6]=[C:7]([C:24]#[N:25])[C:8]=3[NH:11][C:12]3[CH:17]=[C:16]([O:18][CH3:19])[C:15]([O:20][CH3:21])=[C:14]([O:22][CH3:23])[CH:13]=3)[CH:3]=2)=[CH:30][CH:29]=1)=[O:27] |f:3.4,^1:52,54,73,92|. Reported procedure: A mixture of 2-iodo-7-[(3,4,5-trimethoxyphenyl)amino]thieno[3,2-b]pyridine-6-carbonitrile (500 mg, 1.07 mmol), 4-formylphenylboronic acid (240.7 mg, 1.61 mmol), tetrakis(triphenylphosphine)palladium(0) (61.8 mg, 0.054 mmol) in 16 mL of saturated aqueous sodium bicarbonate and 20 mL of ethylene glycol dimethyl ether is heated at reflux for 3 h. After cooling, the mixture is treated with water. The precipitate is filtered, washed with water, ethyl acetate, and ether, then dried in vacuo to provide... RXN SMILES: [Cl:1][C:2]1[CH:18]=[CH:17][C:5]([O:6][C:7]2[CH:8]=[C:9]([CH:13]([CH3:16])[CH:14]=[O:15])[CH:10]=[CH:11][CH:12]=2)=[C:4]([CH3:19])[CH:3]=1.CC[O:22]C(CCl)=O>>[Cl:1][C:2]1[CH:18]=[CH:17][C:5]([O:6][C:7]2[CH:8]=[C:9]([CH:13]([CH3:16])[C:14]([OH:22])=[O:15])[CH:10]=[CH:11][CH:12]=2)=[C:4]([CH3:19])[CH:3]=1. The reactants are ClC1=CC(=C(OC=2C=C(C=CC2)C(C=O)C)C=C1)C (2-[m-(p-chloro-o-methyl-phenoxy)phenyl]propionaldehyde), 3-(p-chloro-o-methyl-phenoxyphenyl)acetophenone, CCOC(=O)CCl (ethyl ester of chloroacetic acid). The product is ClC1=CC(=C(OC=2C=C(C=CC2)C(C(=O)O)C)C=C1)C (2-[m-(p-chloro-o-methylphenoxy)phenyl]propionic acid). Procedure: 2-[m-(p-chloro-o-methyl-phenoxy)phenyl]propionaldehyde, which has been synthesized in accordance with Example 1 from 3-(p-chloro-o-methyl-phenoxyphenyl)acetophenone having the melting point of 148° - 156° C./0.5 mmHg and ethyl ester of chloroacetic acid, is subjected to oxidative treatment in the manner of Example 1 to obtain the contemplated product. Reactants: C(C)(=O)C1=CC=CC=C1 (acetophenone), C(C)(=O)O (acetic acid), BrBr (bromine). Yields the product BrCC(=O)C1=CC=CC=C1 (2-Bromo-1-phenyl-ethanone). Isolated yield 40.7%. RXN SMILES: [C:1]([C:4]1[CH:9]=[CH:8][CH:7]=[CH:6][CH:5]=1)(=[O:3])[CH3:2].C(O)(=O)C.[Br:14]Br>>[Br:14][CH2:2][C:1]([C:4]1[CH:9]=[CH:8][CH:7]=[CH:6][CH:5]=1)=[O:3]. Procedure: Reaction of acetophenone (5.0 g, 42.00 mmol), acetic acid (2.4 mL, 42.00 mmol), and bromine (2.5 mL, 48.00 mmol) followed by recrystallisation from cold EtOAc/Hexane gave the title compound (3.4 g, 41%) as a white crystal. 1H NMR (300 MHz, CDCl3) δ 4.47 (s, 2H), 7.51 (d, 2H, J=7.5 Hz), 7.63 (t, 1H, J=7.5 Hz), 8.00 (d, 2H, J=7.2 Hz). The reactants are [H-].[Al+3].[Li+].[H-].[H-].[H-] (lithium aluminum hydride), COC1=CC=C(\C=C(\C(=O)OCC)/CC)C=C1 (ethyl 2-((E)-4-methoxybenzylidene)butyrate), [H-].[Al+3].[Li+].[H-].[H-].[H-] (lithium aluminum hydride). Solvent: CCOCC (ether), CCOCC (ether), CCOCC (ether). Yields the product COC1=CC=C(\C=C(\CO)/CC)C=C1 (2-((E)-4-methoxybenzylidene)butan-1-ol). Isolated yield 83.4%. As a reaction SMILES: [H-].[Al+3].[Li+].[H-].[H-].[H-].[CH3:7][O:8][C:9]1[CH:23]=[CH:22][C:12](/[CH:13]=[C:14](\[CH2:20][CH3:21])/[C:15](OCC)=[O:16])=[CH:11][CH:10]=1>CCOCC>[CH3:7][O:8][C:9]1[CH:23]=[CH:22][C:12](/[CH:13]=[C:14](\[CH2:20][CH3:21])/[CH2:15][OH:16])=[CH:11][CH:10]=1 |f:0.1.2.3.4.5|. Reported procedure: To a suspension of lithium aluminum hydride (3 g) in dry ether (300 ml) was added a solution of ethyl 2-((E)-4-methoxybenzylidene)butyrate (19 g) in dry ether (30 ml) at 0° C. with stirring. The mixture was stirred at the same temperature for 3 hours and excess lithium aluminum hydride was decomposed with wet ether. The reaction mixture was filtered and the filtrate was washed with water, dried over magnesium sulfate and then evaporated to dryness to give 2-((E)-4-methoxybenzylidene)butan-1-ol (... Reactants: NC1=NC(=C2N=CN(C2=N1)[C@H]1[C@H](OCCCCC)[C@H](O)[C@H](O1)CO)N (2,6-diamino-9-(2'-O-pentyl-β-D-ribofuranosyl)purine), [C@@H]1([C@H](O)[C@H](O)[C@@H](CO)O1)N1C=NC=2C(N)=NC=NC12 (adenosine). Solvent: P(=O)([O-])([O-])[O-].[Na+].[Na+].[Na+] (sodium phosphate), CS(=O)C (DMSO). Yields the product C(CCCC)O[C@H]1[C@@H](O[C@@H]([C@H]1O)CO)N1C=NC=2C(=O)NC(N)=NC12 (2'-O-Pentylguanosine). As a reaction SMILES: [NH2:1][C:2]1[N:10]=[C:9]2[C:5]([N:6]=[CH:7][N:8]2[C@@H:11]2[O:22][C@H:21]([CH2:23][OH:24])[C@@H:19]([OH:20])[C@H:12]2[O:13][CH2:14][CH2:15][CH2:16][CH2:17][CH3:18])=[C:4](N)[N:3]=1.[C@@H]1(N2C3N=CN=C(N)C=3N=C2)O[C@H](CO)[C@@H](O)[C@H]1[OH:28]>P([O-])([O-])([O-])=O.[Na+].[Na+].[Na+].CS(C)=O>[CH2:14]([O:13][C@@H:12]1[C@H:19]([OH:20])[C@@H:21]([CH2:23][OH:24])[O:22][C@H:11]1[N:8]1[C:9]2[N:10]=[C:2]([NH2:1])[NH:3][C:4](=[O:28])[C:5]=2[N:6]=[CH:7]1)[CH2:15][CH2:16][CH2:17][CH3:18] |f:2.3.4.5|. Reported procedure: 2,6-diamino-9-(2'-O-pentyl-β-D-ribofuranosyl)purine (1.9 g) in 0.1M sodium phosphate buffer (50 ml, pH 6.0) and DMSO (25 ml) was treated with adenosine deaminase (added in two aliquots--first aliquot 50 mg, second aliquot 80 mg) at 35° C. as per the procedure of Example 3 to yield 1.4 g of product. 1H NMR (DMSO-d6) δ 0.8 (t, 3, CH3), 1.16 (m, 4, 2×CH2), 1.4 (m, 2, CH2), 3.38, 3.6 (m, 4, OCH2, H-5'), 3.93 (s, 1, H-4'), 4.28 (m, 2, H-2', H-3'), 5.17 (br, 2, 5', 3'-OH), 5.8 (d, 1, H-1'), 6.53 (br s... Reported procedure: In a nitrogen atmosphere, while a solution obtained by dissolving 27.5 g of Dess-Martin periodinane in 170 ml of (ultra-dehydrated) acetone is being cooled with ice water, a solution obtained by dissolving 19.5 g of (B) 1,5-bis(4-tert-butylphenyl)-penta-1,4-diyn-3-ol in 70 ml of (ultra-dehydrated) acetone is added to the above solution, followed by stirring at room temperature (23° C. to 25° C.) for 3 hours. A solution obtained by dissolving 5 g of sodium hydroxide in 25 ml of water is added to ... Yields the product C(C)(C)(C)C1=CC=C(C=C1)C#CC(C#CC1=CC=C(C=C1)C(C)(C)C)=O (1,5-bis(4-tert-butylphenyl)-penta-1,4-diyn-3-one). Yield: 82.5%. The reactants are C(C)(C)(C)C1=CC=C(C=C1)C#CC(C#CC1=CC=C(C=C1)C(C)(C)C)O (1,5-bis(4-tert-butylphenyl)-penta-1,4-diyn-3-ol), C(C)(C)(C)C1=CC=C(C=C1)C#CC(C#CC1=CC=C(C=C1)C(C)(C)C)O (1,5-bis(4-tert-butylphenyl)-penta-1,4-diyn-3-ol), CC(=O)OI1(C=2C=CC=CC2C(=O)O1)(OC(=O)C)OC(=O)C (Dess-Martin periodinane), ice water, [OH-].[Na+] (sodium hydroxide). Solvent: CC(=O)C (acetone), CC(=O)C (acetone), O (water). Run at time 3 hour. RXN SMILES: CC(OI1(OC(C)=O)(OC(C)=O)OC(=O)C2C=CC=CC1=2)=O.[C:23]([C:27]1[CH:32]=[CH:31][C:30]([C:33]#[C:34][CH:35]([OH:48])[C:36]#[C:37][C:38]2[CH:43]=[CH:42][C:41]([C:44]([CH3:47])([CH3:46])[CH3:45])=[CH:40][CH:39]=2)=[CH:29][CH:28]=1)([CH3:26])([CH3:25])[CH3:24].[OH-].[Na+]>CC(C)=O.O>[C:44]([C:41]1[CH:42]=[CH:43][C:38]([C:37]#[C:36][C:35](=[O:48])[C:34]#[C:33][C:30]2[CH:29]=[CH:28][C:27]([C:23]([CH3:26])([CH3:25])[CH3:24])=[CH:32][CH:31]=2)=[CH:39][CH:40]=1)([CH3:47])([CH3:46])[CH3:45] |f:2.3|.